Dataset: the Open Reaction Database (ORD), a public repository of structured organic reaction records. Task: describe an organic reaction: reactants, conditions, products, and yield Starting materials: O=C([O-])[O-], CN(C)C=O, COC(=O)C(OS(=O)(=O)c1ccc(C)cc1)C(O)c1ccc(F)cc1, [K+], [K+], O. Product: COC(=O)C1OC1c1ccc(F)cc1. As a reaction SMILES: [C:27](=[O:28])([O-:29])[O-:30].[CH3:33][N:34]([CH3:35])[CH:36]=[O:37].[F:1][c:2]1[cH:3][cH:4][c:5]([CH:8]([CH:9]([C:10](=[O:11])[O:12][CH3:13])[O:14][S:15]([c:16]2[cH:17][cH:18][c:19]([CH3:20])[cH:21][cH:22]2)(=[O:23])=[O:24])[OH:25])[cH:6][cH:7]1.[K+:31].[K+:32].[OH2:26]>>[F:1][c:2]1[cH:3][cH:4][c:5]([CH:8]2[CH:9]([C:10](=[O:11])[O:12][CH3:13])[O:25]2)[cH:6][cH:7]1. Starting materials: ClC1=NC2=CC(=CC=C2N=C1)OC (2-chloro-7-methoxy-quinoxaline), C(C)(C)(C)OC(NC1CCN(CC1)CCO)=O ([1-(2-hydroxy-ethyl)-piperidin-4-yl]-carbamic acid tert-butyl ester), O=C1CSC2=C(N1)C=C(C=C2)C=O (3-oxo-3,4-dihydro-2H-benzo[1,4]thiazine-6-carbaldehyde). The product is COC1=CC=C2N=CC(=NC2=C1)OCCN1CCC(CC1)NCC=1C=CC2=C(NC(CS2)=O)C1 (6-({1-[2-(7-methoxy-quinoxalin-2-yloxy)-ethyl]-piperidin-4-ylamino}-methyl)-4H-benzo[1,4]thiazin-3-one). RXN SMILES: Cl[C:2]1[CH:11]=[N:10][C:9]2[C:4](=[CH:5][C:6]([O:12][CH3:13])=[CH:7][CH:8]=2)[N:3]=1.C(O[C:19](=O)[NH:20][CH:21]1[CH2:26][CH2:25][N:24]([CH2:27][CH2:28][OH:29])[CH2:23][CH2:22]1)(C)(C)C.[O:31]=[C:32]1[NH:37][C:36]2[CH:38]=[C:39](C=O)[CH:40]=[CH:41][C:35]=2[S:34][CH2:33]1>>[CH3:13][O:12][C:6]1[CH:5]=[C:4]2[C:9]([N:10]=[CH:11][C:2]([O:29][CH2:28][CH2:27][N:24]3[CH2:23][CH2:22][CH:21]([NH:20][CH2:19][C:39]4[CH:40]=[CH:41][C:35]5[S:34][CH2:33][C:32](=[O:31])[NH:37][C:36]=5[CH:38]=4)[CH2:26][CH2:25]3)=[N:3]2)=[CH:8][CH:7]=1. Reported procedure: The title compound is prepared as a yellow viscous oil following Scheme 1 and in analogy to Example 9 using 2-chloro-7-methoxy-quinoxaline, [1-(2-hydroxy-ethyl)-piperidin-4-yl]-carbamic acid tert-butyl ester and 3-oxo-3,4-dihydro-2H-benzo[1,4]thiazine-6-carbaldehyde as starting materials. The reactants are Cl, O=C(O)c1ccc(N2CCOCC2)cc1, NC1CCC(CCN2CCC(c3cccc4c3OCO4)CC2)CC1. Product: O=C(NC1CCC(CCN2CCC(c3cccc4c3OCO4)CC2)CC1)c1ccc(N2CCOCC2)cc1. As a reaction SMILES: [ClH:1].[O:26]1[CH2:27][CH2:28][N:29]([c:32]2[cH:33][cH:34][c:35]([C:36](=[O:37])[OH:38])[cH:39][cH:40]2)[CH2:30][CH2:31]1.[O:2]1[CH2:3][O:4][c:5]2[c:6]1[cH:7][cH:8][cH:9][c:10]2[CH:11]1[CH2:12][CH2:13][N:14]([CH2:17][CH2:18][CH:19]2[CH2:20][CH2:21][CH:22]([NH2:25])[CH2:23][CH2:24]2)[CH2:15][CH2:16]1>>[O:2]1[CH2:3][O:4][c:5]2[c:6]1[cH:7][cH:8][cH:9][c:10]2[CH:11]1[CH2:12][CH2:13][N:14]([CH2:17][CH2:18][CH:19]2[CH2:20][CH2:21][CH:22]([NH:25][C:36]([c:35]3[cH:34][cH:33][c:32]([N:29]4[CH2:28][CH2:27][O:26][CH2:31][CH2:30]4)[cH:40][cH:39]3)=[O:37])[CH2:23][CH2:24]2)[CH2:15][CH2:16]1. The reactants are CC=1NC=CN1 (2-methylimidazole), ClC=1N=C(C2=C(N1)SC(=C2)C)NCC2=CC=C(C=C2)F (2-chloro-6-methyl-4-(4-fluorobenzylamino)-thieno-[2,3-d]-pyrimidine). Product: CC=1N(C=CN1)C=1N=C(C2=C(N1)SC(=C2)C)NCC2=CC=C(C=C2)F (2-(2-methylimidazol-1-yl)-6-methyl-4-(4-fluorobenzylamino)-thieno-[2,3-d]-pyrimidine). Reaction SMILES: [CH3:1][C:2]1[NH:3][CH:4]=[CH:5][N:6]=1.Cl[C:8]1[N:9]=[C:10]([NH:18][CH2:19][C:20]2[CH:25]=[CH:24][C:23]([F:26])=[CH:22][CH:21]=2)[C:11]2[CH:16]=[C:15]([CH3:17])[S:14][C:12]=2[N:13]=1>>[CH3:1][C:2]1[N:3]([C:8]2[N:9]=[C:10]([NH:18][CH2:19][C:20]3[CH:25]=[CH:24][C:23]([F:26])=[CH:22][CH:21]=3)[C:11]3[CH:16]=[C:15]([CH3:17])[S:14][C:12]=3[N:13]=2)[CH:4]=[CH:5][N:6]=1. Reported procedure: Following the procedure of Example 97, the reaction of 2-methylimidazole with 2-chloro-6-methyl-4-(4-fluorobenzylamino)-thieno-[2,3-d]-pyrimidine gives 2-(2-methylimidazol-1-yl)-6-methyl-4-(4-fluorobenzylamino)-thieno-[2,3-d]-pyrimidine.